From a dataset of the Open Reaction Database (ORD), a public repository of structured organic reaction records. describe an organic reaction: reactants, conditions, products, and yield Starting materials: CC=1C=C(C=CC1)C1=CC=NC=2N1N=CC2C(=O)N (7-(3-methylphenyl) pyrazolo(1,5-a)pyrimidine-3-carboxamide), COC(N(C)C)OC (N,N-dimethylformamide dimethyl acetal). The product is CN(C)C=NC(=O)C=1C=NN2C1N=CC=C2C2=CC(=CC=C2)C (N-((Dimethylamino)methylene)-7-(3-methylphenyl)pyrazolo(1,5-a)pyrimidine-3-carboxamide). As a reaction SMILES: [CH3:1][C:2]1[CH:3]=[C:4]([C:8]2[N:13]3[N:14]=[CH:15][C:16]([C:17]([NH2:19])=[O:18])=[C:12]3[N:11]=[CH:10][CH:9]=2)[CH:5]=[CH:6][CH:7]=1.CO[CH:22](OC)[N:23]([CH3:25])[CH3:24]>>[CH3:22][N:23]([CH:25]=[N:19][C:17]([C:16]1[CH:15]=[N:14][N:13]2[C:8]([C:4]3[CH:5]=[CH:6][CH:7]=[C:2]([CH3:1])[CH:3]=3)=[CH:9][CH:10]=[N:11][C:12]=12)=[O:18])[CH3:24]. Procedure: A mixture of 6.0 g of 7-(3-methylphenyl) pyrazolo(1,5-a)pyrimidine-3-carboxamide (Example 13) and 15 ml of N,N-dimethylformamide dimethyl acetal is heated on a steam bath for 4 hours to give a solution. The solution is evaporated in vacuo to give a solid. The solid is recrystallized twice from dichloromethane-hexane to give 4.70 g of the desired product as colorless crystals, mp 165°-166° C. Reactants: C(C)OC(COC1=C(C=C(C=C1)Br)C(C)=O)=O ((2-acetyl-4-bromo-phenoxy)-acetic acid ethyl ester), [O-]CC.[Na+] (sodium ethoxide), CO.ClCCl (MeOH dichloromethane). Solvent: C(C)O (ethanol). Conditions: temperature 75 celsius. Yields the product BrC=1C=CC2=C(C(=C(O2)C(=O)O)C)C1 (5-bromo-3-methyl-benzofuran-2-carboxylic acid). Yield: 72.0%. Reaction SMILES: C([O:3][C:4](=[O:17])[CH2:5][O:6][C:7]1[CH:12]=[CH:11][C:10]([Br:13])=[CH:9][C:8]=1[C:14](=O)[CH3:15])C.[O-]CC.[Na+].CO.ClCCl>C(O)C>[Br:13][C:10]1[CH:11]=[CH:12][C:7]2[O:6][C:5]([C:4]([OH:3])=[O:17])=[C:14]([CH3:15])[C:8]=2[CH:9]=1 |f:1.2,3.4|. Reported procedure: A mixture of (2-acetyl-4-bromo-phenoxy)-acetic acid ethyl ester (2.87 g, 9.5 mmol, 1 eq) and sodium ethoxide (0.65 g, 9.5 mmol, 1 eq) in 100 mL of ethanol under nitrogen was heated to 75° C. for 3 h. After work up followed by column chromatography (20% MeOH/dichloromethane), 5-bromo-3-methyl-benzofuran-2-carboxylic acid was obtained in 72% yield (1.74 g). 1H NMR (400 MHz, CD3OD) δ ppm 2.5 (s, 3 H) 7.5 (d, J=8.8 Hz, 1 H) 7.6 (m, 1 H) 7.9 (d, J=2.0 Hz, 1 H). The reactants are [OH-].[K+] (potassium hydroxide), FC(CO)(C(C(C(C(C(C(C(CO)(F)F)(F)F)(F)F)(F)F)(F)F)(F)F)(F)F)F (2,2,3,3,4,4,5,5,6,6,7,7,8,8,9,9-hexadecafluorodecane-1,10-diol), C(C1=CC=CC=C1)Br (benzyl bromide). Solvent: CN(C)C=O (DMF). Conditions: time 8 hour. Yields the product C(C1=CC=CC=C1)OCC(C(C(C(C(C(C(C(CO)(F)F)(F)F)(F)F)(F)F)(F)F)(F)F)(F)F)(F)F (10-(benzyloxy)-2,2,3,3,4,4,5,5,6,6,7,7,8,8,9,9-hexadecafluorodecan-1-ol). RXN SMILES: [F:1][C:2]([F:28])([C:5]([F:27])([F:26])[C:6]([F:25])([F:24])[C:7]([F:23])([F:22])[C:8]([F:21])([F:20])[C:9]([F:19])([F:18])[C:10]([F:17])([F:16])[C:11]([F:15])([F:14])[CH2:12][OH:13])[CH2:3][OH:4].[OH-].[K+].[CH2:31](Br)[C:32]1[CH:37]=[CH:36][CH:35]=[CH:34][CH:33]=1>CN(C=O)C>[CH2:31]([O:13][CH2:12][C:11]([F:15])([F:14])[C:10]([F:16])([F:17])[C:9]([F:18])([F:19])[C:8]([F:20])([F:21])[C:7]([F:22])([F:23])[C:6]([F:25])([F:24])[C:5]([F:26])([F:27])[C:2]([F:28])([F:1])[CH2:3][OH:4])[C:32]1[CH:37]=[CH:36][CH:35]=[CH:34][CH:33]=1 |f:1.2|. Reported procedure: A dry 5 mL round bottom flask was charged with 2,2,3,3,4,4,5,5,6,6,7,7,8,8,9,9-hexadecafluorodecane-1,10-diol (2.2 mmol, 1.0 g), dry DMF (2.5 mL), and crushed potassium hydroxide (2.2 mmol, 121 mg). The mixture was flushed with argon and benzyl bromide (0.7 mmol, 123 mg) was added dropwise over 15 minutes. The solution was allowed to stir overnight at room temperature under argon. The reaction mixture was concentrated in vacuo, and the residue was partitioned between aqueous saturated ammonium c... Starting materials: Cc1ccccc1, O=[N+]([O-])c1cnc(O)cc1Cl, O=P(Cl)(Cl)Cl. Yields the product O=[N+]([O-])c1cnc(Cl)cc1Cl. As a reaction SMILES: [CH3:17][c:18]1[cH:19][cH:20][cH:21][cH:22][cH:23]1.[Cl:1][c:2]1[cH:3][c:4]([OH:11])[n:5][cH:6][c:7]1[N+:8](=[O:9])[O-:10].[P:12]([Cl:13])([Cl:14])([Cl:15])=[O:16]>>[Cl:1][c:2]1[cH:3][c:4]([Cl:14])[n:5][cH:6][c:7]1[N+:8](=[O:9])[O-:10]. Reactants: ClC=1C=C2C(=CNC2=CC1)CCNC(C1=CC(=CC=C1)CCl)=O (N-(2-(5-chloro-1H-indol-3-yl)ethyl)-3-(chloromethyl)benzamide), N1C=NC=C1 (imidazole), [I-].[Na+] (sodium iodide). The solvent is C1CCOC1 (THF). Yields the product eluent, N1(C=NC=C1)CC=1C=C(C(=O)NCCC2=CNC3=CC=C(C=C23)Cl)C=CC1 (3-((1H-Imidazol-1-yl)methyl)-N-(2-(5-chloro-1H-indol-3-yl)ethyl)benzamide). The yield is 16.5%. Reaction SMILES: [Cl:1][C:2]1[CH:3]=[C:4]2[C:8](=[CH:9][CH:10]=1)[NH:7][CH:6]=[C:5]2[CH2:11][CH2:12][NH:13][C:14](=[O:23])[C:15]1[CH:20]=[CH:19][CH:18]=[C:17]([CH2:21]Cl)[CH:16]=1.[NH:24]1[CH:28]=[CH:27][N:26]=[CH:25]1.[I-].[Na+]>C1COCC1>[N:24]1([CH2:21][C:17]2[CH:16]=[C:15]([CH:20]=[CH:19][CH:18]=2)[C:14]([NH:13][CH2:12][CH2:11][C:5]2[C:4]3[C:8](=[CH:9][CH:10]=[C:2]([Cl:1])[CH:3]=3)[NH:7][CH:6]=2)=[O:23])[CH:28]=[CH:27][N:26]=[CH:25]1 |f:2.3|. Reported procedure: 3-((1H-Imidazol-1-yl)methyl)-N-(2-(5-chloro-1H-indol-3-yl)ethyl)benzamide was prepared following Method C starting from N-(2-(5-chloro-1H-indol-3-yl)ethyl)-3-(chloromethyl)benzamide (0.050 g; 0.144 mmol), imidazole (0.034 g; 0.5 mmol) and sodium iodide (0.090 g; 0.6 mmol) in THF (3 mL), under a microwave irradiation at 150° C. for 20 minutes. Flash chromatography on silica gel (eluent 0 to 10% methanol in dichloromethane) furnished 0.009 g (16%) of the title compound as a white solid. Reactants: FC(C(=O)O)(F)F.NC(CC(=O)OC(C)(C)C)C=1C=NC=NC1 (t-butyl 3-amino-3-(5-pyrimidinyl)propanoate trifluoroacetate salt), Cl (HCl). Solvent: O1CCOCC1 (dioxane), C(C)O (ethanol). Yields the product Cl.NC(CC(=O)OCC)C=1C=NC=NC1 (Ethyl 3-amino-3-(5-pyrimidinyl)propanoate, hydrochloride). As a reaction SMILES: FC(F)(F)C(O)=O.[NH2:8][CH:9]([C:18]1[CH:19]=[N:20][CH:21]=[N:22][CH:23]=1)[CH2:10][C:11]([O:13][C:14](C)(C)[CH3:15])=[O:12].[ClH:24]>C(O)C.O1CCOCC1>[ClH:24].[NH2:8][CH:9]([C:18]1[CH:23]=[N:22][CH:21]=[N:20][CH:19]=1)[CH2:10][C:11]([O:13][CH2:14][CH3:15])=[O:12] |f:0.1,5.6|. Reported procedure: The t-butyl 3-amino-3-(5-pyrimidinyl)propanoate trifluoroacetate salt (1 g), prepared as in example 22, Step 2 was dissolved in 100 mL dry ethanol and 10 mL 4N HCl in dioxane and stirred at room temperature until transesterification was complete. The solvents were removed in vacuo and the residue taken up in ethyl acetate and diethyl ether. The resulting precipitate was filtered, washed with ether and dried (0.8 g) 1H NMR (300 MHz) (d6-DMSO) d 1.05 (t, J=7 Hz, 3H), 3.25 (m, 2H), 4.05 (q, J=7 Hz,...